This data is from the Open Reaction Database (ORD), a public repository of structured organic reaction records. The task is: describe an organic reaction: reactants, conditions, products, and yield Reactants: Cl.NC1=C(C=NN1C1=CC=C(C=C1)OC)N=O (5-amino-1-(4-methoxyphenyl)-4-nitrosopyrazole hydrochloride), [H][H] (hydrogen). The reagents and catalysts are [Pd] (Pd/C). Solvent: C(C)O (ethanol). The product is Cl.Cl.COC1=CC=C(C=C1)N1N=CC(=C1N)N (1-(4-methoxyphenyl)-4,5-diamino-1H-pyrazole dihydrochloride). RXN SMILES: [ClH:1].[NH2:2][C:3]1[N:7]([C:8]2[CH:13]=[CH:12][C:11]([O:14][CH3:15])=[CH:10][CH:9]=2)[N:6]=[CH:5][C:4]=1[N:16]=O.[H][H]>C(O)C.[Pd]>[ClH:1].[ClH:1].[CH3:15][O:14][C:11]1[CH:10]=[CH:9][C:8]([N:7]2[C:3]([NH2:2])=[C:4]([NH2:16])[CH:5]=[N:6]2)=[CH:13][CH:12]=1 |f:0.1,5.6.7|. Procedure details: 8.0 g (31 mmol) of 5-amino-1-(4-methoxyphenyl)4-nitrosopyrazole hydrochloride from Step 1.2 in 200 mL of ethanol was hydrogenated for 6 hours on 0.8 g of Pd/C (10%) at 8 bar of hydrogen pressure. The catalyst was filtered off, and the reaction mixture was concentrated to a total volume of about 30 mL. After the addition of 40 mL of 3-molar ethanolic hydrochloric acid and agitation in an ice bath, the product crystallized. Suction filtration and washing with 50 mL of ethyl acetate gave 7.4 g (27 ... Starting materials: C(C)(C)(C)OC(NCC=1N(C(C2=CC=C(C=C2C1C1=CC=CC=C1)C=1SC=C(N1)NC(C)=O)=O)CC(C)C)=O (Tert-butyl{6-[4-(acetylamino)-1,3-thiazol-2-yl]-2-isobutyl-1-oxo-4-phenyl-1,2-dihydro-3-isoquinolinyl}methylcarbamate), Cl (hydrogen chloride). The solvent is C(C)(=O)OCC (ethyl acetate). Conditions: time 1 hour. The product is Cl.NCC=1N(C(C2=CC=C(C=C2C1C1=CC=CC=C1)C=1SC=C(N1)NC(C)=O)=O)CC(C)C (N-{2-[3-(aminomethyl)-2-isobutyl-1-oxo-4-phenyl-1,2-dihydro-6-isoquinolinyl]-1,3-thiazol-4-yl}acetamide hydrochloride). The yield is 91.7%. Reaction SMILES: C(OC(=O)[NH:7][CH2:8][C:9]1[N:10]([CH2:35][CH:36]([CH3:38])[CH3:37])[C:11](=[O:34])[C:12]2[C:17]([C:18]=1[C:19]1[CH:24]=[CH:23][CH:22]=[CH:21][CH:20]=1)=[CH:16][C:15]([C:25]1[S:26][CH:27]=[C:28]([NH:30][C:31](=[O:33])[CH3:32])[N:29]=1)=[CH:14][CH:13]=2)(C)(C)C.[ClH:40]>C(OCC)(=O)C>[ClH:40].[NH2:7][CH2:8][C:9]1[N:10]([CH2:35][CH:36]([CH3:38])[CH3:37])[C:11](=[O:34])[C:12]2[C:17]([C:18]=1[C:19]1[CH:20]=[CH:21][CH:22]=[CH:23][CH:24]=1)=[CH:16][C:15]([C:25]1[S:26][CH:27]=[C:28]([NH:30][C:31](=[O:33])[CH3:32])[N:29]=1)=[CH:14][CH:13]=2 |f:3.4|. Procedure: Tert-butyl{6-[4-(acetylamino)-1,3-thiazol-2-yl]-2-isobutyl-1-oxo-4-phenyl-1,2-dihydro-3-isoquinolinyl}methylcarbamate (0.14 g, 0.25 mmol) was dissolved in a solution of 4N hydrogen chloride in ethyl acetate (5 ml). The solution was stirred at room temperature for 1 h. The reaction was concentrated under reduced pressure, and the residue was crystallized from ethyl acetate to give N-{2-[3-(aminomethyl)-2-isobutyl-1-oxo-4-phenyl-1,2-dihydro-6-isoquinolinyl]-1,3-thiazol-4-yl}acetamide hydrochloride... The yield is 90.6%. The reactants are [N+](=O)([O-])C=1C=C2C=C(NC2=CC1)C(=O)OC(C)(C)C (t-Butyl 5-nitroindole-2-carboxylate). Procedure details: A flask was charged with 9 (3.5 g, 13.3 mmol) and 100 mL dry THF, and purged with argon. To this solution was then added palladium hydrogenation catalyst (10% on carbon, 0.6 g) and hydrogen was bubbled into the reaction mixture for 2.5 days. The catalyst was removed by filtration and the solvent was evaporated to give 10 (2.8 g, 91% yield) as a brown solid: NMR (acetone-d6) δ1.6 (s, 9H), δ6.6-7.6 (m, 4H). The product is NC=1C=C2C=C(NC2=CC1)C(=O)OC(C)(C)C (t-Butyl 5-aminoindole-2 carboxylate). Run in C1CCOC1 (THF). As a reaction SMILES: [N+:1]([C:4]1[CH:5]=[C:6]2[C:10](=[CH:11][CH:12]=1)[NH:9][C:8]([C:13]([O:15][C:16]([CH3:19])([CH3:18])[CH3:17])=[O:14])=[CH:7]2)([O-])=O>C1COCC1>[NH2:1][C:4]1[CH:5]=[C:6]2[C:10](=[CH:11][CH:12]=1)[NH:9][C:8]([C:13]([O:15][C:16]([CH3:19])([CH3:18])[CH3:17])=[O:14])=[CH:7]2. Starting materials: C(C=C)N1C=C(C2=CC=C(C=C12)Br)C(C(F)(F)F)(O)C=1C=C2C=NN(C2=CC1)C1=CC=C(C=C1)F (1-(1-allyl-6-bromo-1H-indol-3-yl)-2,2,2-trifluoro-1-[1-(4-fluorophenyl)-1H-indazol-5-yl]ethanol), CC(=O)C.O (acetone H2O), CC(=O)C.O (acetone H2O), [O-][Mn](=O)(=O)=O.[K+] (KMnO4). Run at time 2 hour. Yields the product BrC1=CC=C2C(=CN(C2=C1)CC(CO)O)C(C(F)(F)F)(O)C=1C=C2C=NN(C2=CC1)C1=CC=C(C=C1)F (3-(6-bromo-3-{2,2,2-trifluoro-1-[1-(4-fluorophenyl)-1H-indazol-5-yl]-1-hydroxyethyl}indol-1-yl)propane-1,2-diol). Yield: 23.0%. As a reaction SMILES: C([N:4]1[C:12]2[C:7](=[CH:8][CH:9]=[C:10]([Br:13])[CH:11]=2)[C:6]([C:14]([C:20]2[CH:21]=[C:22]3[C:26](=[CH:27][CH:28]=2)[N:25]([C:29]2[CH:34]=[CH:33][C:32]([F:35])=[CH:31][CH:30]=2)[N:24]=[CH:23]3)([OH:19])[C:15]([F:18])([F:17])[F:16])=[CH:5]1)C=C.[O-][Mn](=O)(=O)=O.[K+].[CH3:42][C:43]([CH3:45])=[O:44].[OH2:46]>>[Br:13][C:10]1[CH:11]=[C:12]2[C:7]([C:6]([C:14]([C:20]3[CH:21]=[C:22]4[C:26](=[CH:27][CH:28]=3)[N:25]([C:29]3[CH:30]=[CH:31][C:32]([F:35])=[CH:33][CH:34]=3)[N:24]=[CH:23]4)([OH:19])[C:15]([F:17])([F:16])[F:18])=[CH:5][N:4]2[CH2:42][CH:43]([OH:44])[CH2:45][OH:46])=[CH:8][CH:9]=1 |f:1.2,3.4|. Procedure details: To a chilled (0° C.) solution of 0.3 g (0.5 mmol) 1-(1-allyl-6-bromo-1H-indol-3-yl)-2,2,2-trifluoro-1-[1-(4-fluorophenyl)-1H-indazol-5-yl]ethanol in acetone-H2O (3:1) was added 93.2 mg (0.6 mmol) of KMnO4 in 5 mL of a 3:1 mixture of acetone-H2O dropwise. After 2 hours, the reaction was filtered and the solvent was concentrated in vacuo. The residue was diluted with water and extracted with ethyl acetate. The combined organic layers were dried over sodium sulfate, filtered and the solvent was con... The reactants are BrC=1SC(=C(N1)C(NC=1C=NN(C1[C@H]1OC[C@@H]([C@@H](CC1)NC(=O)OC(C)(C)C)F)C)=O)NC(OC(C)(C)C)=O (tert-butyl N-[2-bromo-4-[[5-[(2S,5R,6R)-5-(tert-butoxycarbonylamino)-6-fluoro-oxepan-2-yl]-1-methyl-pyrazol-4-yl]carbamoyl]thiazol-5-yl]carbamate), BrC=1SC(=C(N1)C(NC=1C=NN(C1[C@H]1OC[C@@H]([C@@H](CC1)NC(=O)OC(C)(C)C)F)C)=O)NC(OC(C)(C)C)=O (tert-butyl N-[2-bromo-4-[[5-[(2S,5R,6R)-5-(tert-butoxycarbonylamino)-6-fluoro-oxepan-2-yl]-1-methyl-pyrazol-4-yl]carbamoyl]thiazol-5-yl]carbamate), FC1=C(C=C(C=C1)C)B(O)O ((2-fluoro-5-methylphenyl)boronic acid). Product: NC1=C(N=C(S1)C1=C(C=CC(=C1)C)F)C(=O)NC=1C=NN(C1[C@H]1OC[C@@H]([C@@H](CC1)N)F)C (5-amino-N-(5-((2S,5R,6R)-5-amino-6-fluorooxepan-2-yl)-1-methyl-1H-pyrazol-4-yl)-2-(2-fluoro-5-methylphenyl)thiazole-4-carboxamide). Reaction SMILES: Br[C:2]1[S:3][C:4]([NH:32]C(=O)OC(C)(C)C)=[C:5]([C:7](=[O:31])[NH:8][C:9]2[CH:10]=[N:11][N:12]([CH3:30])[C:13]=2[C@@H:14]2[CH2:20][CH2:19][C@@H:18]([NH:21]C(OC(C)(C)C)=O)[C@@H:17]([F:29])[CH2:16][O:15]2)[N:6]=1.[F:40][C:41]1[CH:46]=[CH:45][C:44]([CH3:47])=[CH:43][C:42]=1B(O)O>>[NH2:32][C:4]1[S:3][C:2]([C:42]2[CH:43]=[C:44]([CH3:47])[CH:45]=[CH:46][C:41]=2[F:40])=[N:6][C:5]=1[C:7]([NH:8][C:9]1[CH:10]=[N:11][N:12]([CH3:30])[C:13]=1[C@@H:14]1[CH2:20][CH2:19][C@@H:18]([NH2:21])[C@@H:17]([F:29])[CH2:16][O:15]1)=[O:31]. Procedure details: Following the procedure for Example 101 starting from tert-butyl N-[2-bromo-4-[[5-[(2S,5R,6R)-5-(tert-butoxycarbonylamino)-6-fluoro-oxepan-2-yl]-1-methyl-pyrazol-4-yl]carbamoyl]thiazol-5-yl]carbamate (Intermediate 88), and replacing 3,6-dihydro-2H-pyran-4-boronic acid pinacol ester with (2-fluoro-5-methylphenyl)boronic acid gave 274. 1H NMR (400 MHz, DMSO-d6) δ 9.51 (s, 1H), 7.90 (d, J=7.4 Hz, 1H), 7.82 (s, 1H), 7.41 (br, 2H), 7.24 (d, J=8.8 Hz, 2H), 5.09-4.68 (m, 2H), 4.22-3.97 (m, 2H), 3.74 (s...